This data is from the Open Reaction Database (ORD), a public repository of structured organic reaction records. The task is: describe an organic reaction: reactants, conditions, products, and yield The reactants are C1CCOC1, C=C1CCn2nc(Nc3ccc(-n4cnc(Cl)c4)c(OC)c3)nc2C(c2ccc(F)cc2)C1, [O-][I+3]([O-])([O-])[O-], [Na+], O. Product: COc1cc(Nc2nc3n(n2)CCC(=O)CC3c2ccc(F)cc2)ccc1-n1cnc(Cl)c1. Reaction SMILES: [CH2:41]1[O:42][CH2:43][CH2:44][CH2:45]1.[Cl:7][c:8]1[n:9][cH:10][n:11](-[c:13]2[c:14]([O:38][CH3:39])[cH:15][c:16]([NH:19][c:20]3[n:21][n:22]4[c:23]([n:37]3)[CH:24]([c:30]3[cH:31][cH:32][c:33]([F:36])[cH:34][cH:35]3)[CH2:25][C:26](=[CH2:29])[CH2:27][CH2:28]4)[cH:17][cH:18]2)[cH:12]1.[I+3:1]([O-:2])([O-:3])([O-:4])[O-:5].[Na+:6].[OH2:40]>>[O:2]=[C:26]1[CH2:25][CH:24]([c:30]2[cH:31][cH:32][c:33]([F:36])[cH:34][cH:35]2)[c:23]2[n:22]([n:21][c:20]([NH:19][c:16]3[cH:15][c:14]([O:38][CH3:39])[c:13](-[n:11]4[cH:10][n:9][c:8]([Cl:7])[cH:12]4)[cH:18][cH:17]3)[n:37]2)[CH2:28][CH2:27]1. Reactants: FC(C1=NNC(=C1)NC(C)=O)(F)F (N-[3-(trifluoromethyl)-1H-pyrazol-5-yl]acetamide), I(=O)(=O)O (iodic acid), II (iodine). Solvent: C(C)O (ethanol). Run at temperature 65 celsius, time 3.25 hour. Product: IC=1C(=NNC1NC(C)=O)C(F)(F)F (N-[4-iodo-3-(trifluoromethyl)-1H-pyrazol-5-yl]acetamide). The yield is 296.8%. As a reaction SMILES: [F:1][C:2]([F:13])([F:12])[C:3]1[CH:7]=[C:6]([NH:8][C:9](=[O:11])[CH3:10])[NH:5][N:4]=1.[I:14](O)(=O)=O.II>C(O)C>[I:14][C:7]1[C:3]([C:2]([F:1])([F:12])[F:13])=[N:4][NH:5][C:6]=1[NH:8][C:9](=[O:11])[CH3:10]. Procedure: To a solution of N-[3-(trifluoromethyl)-1H-pyrazol-5-yl]acetamide (7.3 g, 38 mmol) in ethanol (120 mL) were added iodic acid (1.65 g, 9.4 mmol) and iodine (4.8 g, 18.9 mmol). The reaction was stirred for 3.25 h at 65° C. The reaction mixture was concentrated in vacuo and the residue was suspended in hot CH2Cl2 (150 ml) with stirring, the solid was filtered and resuspended in hot CH2Cl2 (100 ml) filtered and dried in vacuo to provide the title compound as a white solid (8.9 g) which was used in t... Starting materials: ClCCl (dichloromethane), ClCCl (dichloromethane), C(=O)(OC(C)(C)C)N1C(COCC1)C(=O)O (N-boc-morpholine-3-carboxylic acid), CN(C)C(=[N+](C)C)ON1C2=C(C=CC=C2)N=N1.[B-](F)(F)(F)F (TBTU), C(C)(C)N(CC)C(C)C (diisopropylethyl amine), ClCCl (dichloromethane). Conditions: time 30 minute. Yields the product Cl.COC([C@H](N)C)=O (D-alanine methyl ester hydrochloride), C(C)(C)N(CC)C(C)C (diisopropylethylamine), C[C@H]1NC(C2N(C1=O)CCNC2)=O ((3R)-3-methyltetrahydro-2H-pyrazino[1,2-a]pyrazine-1,4(3H,6H)-dione). Reaction SMILES: [C:1]([N:8]1[CH2:13][CH2:12]O[CH2:10][CH:9]1[C:14]([OH:16])=[O:15])([O:3]C(C)(C)C)=O.[CH3:17]N(C(O[N:25]1N=N[C:27]2C=CC=C[C:26]1=2)=[N+](C)C)C.[B-](F)(F)(F)F.[CH:39]([N:42]([CH:45]([CH3:47])[CH3:46])[CH2:43][CH3:44])([CH3:41])[CH3:40].[Cl:48]CCl>>[ClH:48].[CH3:17][O:16][C:14](=[O:15])[C@@H:9]([CH3:10])[NH2:8].[CH:39]([N:42]([CH:45]([CH3:47])[CH3:46])[CH2:43][CH3:44])([CH3:41])[CH3:40].[CH3:27][C@@H:26]1[C:1](=[O:3])[N:8]2[CH2:13][CH2:12][NH:42][CH2:10][CH:9]2[C:14](=[O:16])[NH:25]1 |f:1.2,5.6|. Procedure details: To a solution of N-boc-morpholine-3-carboxylic acid (2 g, 9.379 mmol) in 60 mL of dichloromethane and was added TBTU (3.313 g, 10.32 mmol) and diisopropylethyl amine (1.96 mL, 11.25 mmol). The reaction was stirred for 30 min. In the meantime, a solution of D-alanine methyl ester hydrochloride (1.93 g, 18.76 mmol) and diisopropylethylamine (3.27 mL, 18.76 mmol) in 20 mL of dichloromethane was prepared and finally added to the reaction mixture. The reaction was left stirring at room temperature fo... Starting materials: O (H2O), C([O-])([O-])=O.[Cs+].[Cs+] (cesium carbonate), OC=1C=C(C=CC1NC1=C(C=C(C=C1)C(F)(F)F)OC)S(=O)(=O)N(C=1SC=CN1)CC1=CC=C(C=C1)OC (3-hydroxy-4-((2-methoxy-4-(trifluoromethyl)phenyl)amino)-N-(4-methoxybenzyl)-N-(thiazol-2-yl)benzenesulfonamide), ClCC(=O)Cl (chloroacetyl chloride). Solvent: CN(C)C=O (DMF). Product: COC1=C(C=CC(=C1)C(F)(F)F)N1C2=C(OCC1=O)C=C(C=C2)S(=O)(=O)N(C=2SC=CN2)CC2=CC=C(C=C2)OC (4-(2-Methoxy-4-(Trifluoromethyl)Phenyl)-N-(4-Methoxybenzyl)-3-Oxo-N-(Thiazol-2-Yl)-3,4-Dihydro-2H-Benzo[B][1,4]Oxazine-7-Sulfonamide). As a reaction SMILES: C(=O)([O-])[O-].[Cs+].[Cs+].[OH:7][C:8]1[CH:9]=[C:10]([S:27]([N:30]([CH2:36][C:37]2[CH:42]=[CH:41][C:40]([O:43][CH3:44])=[CH:39][CH:38]=2)[C:31]2[S:32][CH:33]=[CH:34][N:35]=2)(=[O:29])=[O:28])[CH:11]=[CH:12][C:13]=1[NH:14][C:15]1[CH:20]=[CH:19][C:18]([C:21]([F:24])([F:23])[F:22])=[CH:17][C:16]=1[O:25][CH3:26].Cl[CH2:46][C:47](Cl)=[O:48].O>CN(C=O)C>[CH3:26][O:25][C:16]1[CH:17]=[C:18]([C:21]([F:22])([F:23])[F:24])[CH:19]=[CH:20][C:15]=1[N:14]1[C:47](=[O:48])[CH2:46][O:7][C:8]2[CH:9]=[C:10]([S:27]([N:30]([CH2:36][C:37]3[CH:38]=[CH:39][C:40]([O:43][CH3:44])=[CH:41][CH:42]=3)[C:31]3[S:32][CH:33]=[CH:34][N:35]=3)(=[O:29])=[O:28])[CH:11]=[CH:12][C:13]1=2 |f:0.1.2|. Procedure details: In a 10-mL round bottom flask under N2 was dissolved cesium carbonate (807 mg, 2.48 mmol) and 3-hydroxy-4-((2-methoxy-4-(trifluoromethyl)phenyl)amino)-N-(4-methoxybenzyl)-N-(thiazol-2-yl)benzenesulfonamide (350 mg, 0.619 mmol) in 4 mL of DMF followed by a slow addition of chloroacetyl chloride (0.099 mL, 1.24 mmol) at rt. After 1 h the reaction mixture was neutralized with H2O and ice and the product 4-(2-methoxy-4-(trifluoromethyl)phenyl)-N-(4-methoxybenzyl)-3-oxo-N-(thiazol-2-yl)-3,4-dihydro-2... As a reaction SMILES: C([O:4][CH2:5][CH2:6][C:7]1[S:8][C:9]([S:13]([NH:16][C:17](=[O:30])[NH:18][C:19]2[S:20][C:21]3[C:26]([N:27]=2)=[CH:25][CH:24]=[C:23]([O:28][CH3:29])[N:22]=3)(=[O:15])=[O:14])=[CH:10][C:11]=1[CH3:12])(=O)C.[Li+].[OH-]>>[OH:4][CH2:5][CH2:6][C:7]1[S:8][C:9]([S:13]([NH:16][C:17](=[O:30])[NH:18][C:19]2[S:20][C:21]3[C:26]([N:27]=2)=[CH:25][CH:24]=[C:23]([O:28][CH3:29])[N:22]=3)(=[O:15])=[O:14])=[CH:10][C:11]=1[CH3:12] |f:1.2|. Yields the product OCCC1=C(C=C(S1)S(=O)(=O)NC(NC=1SC2=NC(=CC=C2N1)OC)=O)C (5-(2-hydroxyethyl)-N-[(5-methoxy[1,3]thiazolo[5,4-b]pyridin-2-yl)carbamoyl]-4-methylthiophene-2-sulfonamide). Reactants: C(C)(=O)OCCC=1SC(=CC1C)S(=O)(=O)NC(NC=1SC2=NC(=CC=C2N1)OC)=O (2-[5-({[(5-Methoxy[1,3]thiazolo[5,4-b]pyridin-2-yl)carbamoyl]amino}sulfonyl)-3-methyl-2-thienyl]ethyl acetate), [Li+].[OH-] (LiOH). Reported procedure: 2-[5-({[(5-Methoxy[1,3]thiazolo[5,4-b]pyridin-2-yl)carbamoyl]amino}sulfonyl)-3-methyl-2-thienyl]ethyl acetate (235 mg, 0.5 mmol, 1 equiv.) was saponified by addition of 1N LiOH (1 mL, 1 mmol, 2 equiv.) for 60 min. The solution was purified by chromatography on a HPLC 75×30 mm RP18 5 μm column, with A=0.1% HCOOH and B=MeCN and with a gradient of 20% to 70% B in 10 min. The corresponding fractions were lyophilized to give 5-(2-hydroxyethyl)-N-[(5-methoxy[1,3]thiazolo[5,4-b]pyridin-2-yl)carbamoyl]-... Starting materials: ClC=1C=C2C(=CC(=NC2=CC1)C1=CC=CC=C1)C(=O)NC(NNC(=O)C=1SC=CC1)=S (4-(6-chloro-2-phenyl-4-quinolinecarbonyl)-1-(2-thiophenecarbonyl)thiosemicarbazide), C1(=CC=CC=C1)C1=NC2=CC=C(C=C2C(=C1)C(=O)NC(NNC(=O)C=1SC=CC1)=S)OC(F)(F)F (4-(2-phenyl-6-trifluoromethoxy-4-quinolinecarbonyl)-1-(2-thiophenecarbonyl)thiosemicarbazide). Product: ClC=1C=C2C(=CC(=NC2=CC1)C1=CC=CC=C1)C(=O)NC=1OC(=NN1)C=1SC=CC1 (6-chloro-2-phenyl-N-[5-(2-thienyl)-1,3,4-oxadiazol-2-yl]-4-quinolinecarboxamide). RXN SMILES: [Cl:1][C:2]1[CH:3]=[C:4]2[C:9](=[CH:10][CH:11]=1)[N:8]=[C:7]([C:12]1[CH:17]=[CH:16][CH:15]=[CH:14][CH:13]=1)[CH:6]=[C:5]2[C:18]([NH:20][C:21](=S)[NH:22][NH:23][C:24]([C:26]1[S:27][CH:28]=[CH:29][CH:30]=1)=[O:25])=[O:19].C1(C2C=C(C(NC(=S)NNC(C3SC=CC=3)=O)=O)C3C(=CC=C(OC(F)(F)F)C=3)N=2)C=CC=CC=1>>[Cl:1][C:2]1[CH:3]=[C:4]2[C:9](=[CH:10][CH:11]=1)[N:8]=[C:7]([C:12]1[CH:17]=[CH:16][CH:15]=[CH:14][CH:13]=1)[CH:6]=[C:5]2[C:18]([NH:20][C:21]1[O:25][C:24]([C:26]2[S:27][CH:28]=[CH:29][CH:30]=2)=[N:23][N:22]=1)=[O:19]. Reported procedure: The title compound was synthesized according to the synthesis method of a compound Ia-122 described later using 4-(6-chloro-2-phenyl-4-quinolinecarbonyl)-1-(2-thiophenecarbonyl)thiosemicarbazide described in Reference Example 37 instead of 4-(2-phenyl-6-trifluoromethoxy-4-quinolinecarbonyl)-1-(2-thiophenecarbonyl)thiosemicarbazide.